This data is from the Open Reaction Database (ORD), a public repository of structured organic reaction records. The task is: describe an organic reaction: reactants, conditions, products, and yield Reactants: CS(=O)(=O)c1nccc(-n2cnc3ccccc32)n1, NCc1cccc2ccccc12. Yields the product c1ccc2c(CNc3nccc(-n4cnc5ccccc54)n3)cccc2c1. RXN SMILES: [CH3:1][S:2](=[O:3])(=[O:4])[c:5]1[n:6][cH:7][cH:8][c:9](-[n:11]2[cH:12][n:13][c:14]3[c:15]2[cH:16][cH:17][cH:18][cH:19]3)[n:10]1.[c:20]1([CH2:30][NH2:31])[cH:21][cH:22][cH:23][c:24]2[cH:25][cH:26][cH:27][cH:28][c:29]12>>[c:5]1([NH:31][CH2:30][c:20]2[cH:21][cH:22][cH:23][c:24]3[cH:25][cH:26][cH:27][cH:28][c:29]23)[n:6][cH:7][cH:8][c:9](-[n:11]2[cH:12][n:13][c:14]3[c:15]2[cH:16][cH:17][cH:18][cH:19]3)[n:10]1.